Dataset: the Open Reaction Database (ORD), a public repository of structured organic reaction records. Task: describe an organic reaction: reactants, conditions, products, and yield Product: NC(=S)NN=C(CNC(C(C)C)=O)C1=CC=CC=C1 (N-[2-[(Aminothioxomethyl)-hydrazono]-2-phenylethyl]-2-methyl-propanamide). Procedure details: Thiosemicarbazide (2.22 g, 24.4 mmol) was added to a solution of N-(2-oxo-phenyl-ethyl)-2-methyl-propanamide (5.0 g, 24.4 mmol), prepared in the previous step, in 70 ml of methanol plus 6.75 ml of 1N HCl plus 6.25 ml of water and the reaction stirred at room temperature overnight. The solid formed was collected by filtration, rinsed with isopropyl alcohol and hexane, and then dried to give 4.12 g of a white solid. Recrystallization of this solid from isopropyl alcohol gave the title compound (3.... RXN SMILES: [NH2:1][NH:2][C:3]([NH2:5])=[S:4].O=[C:7]1[CH:12]=[CH:11][CH:10]=[CH:9][CH:8]1[CH2:13][CH2:14][NH:15][C:16](=[O:20])[CH:17]([CH3:19])[CH3:18].Cl.O>CO>[NH2:5][C:3]([NH:2][N:1]=[C:13]([C:8]1[CH:9]=[CH:10][CH:11]=[CH:12][CH:7]=1)[CH2:14][NH:15][C:16](=[O:20])[CH:17]([CH3:19])[CH3:18])=[S:4]. Solvent: CO (methanol). The yield is 60.7%. The reactants are NNC(=S)N (Thiosemicarbazide), O=C1C(C=CC=C1)CCNC(C(C)C)=O (N-(2-oxo-phenyl-ethyl)-2-methyl-propanamide), Cl (HCl), O (water). Starting materials: [N+](=O)([O-])C=1C=C(C=CC1Cl)S(=O)(=O)[O-].[K+] (Potassium 3-nitro-4-chlorobenzensulfonate), O (water), COCCO (methyl Cellosolve), [OH-].[Na+] (sodium hydroxide), COCCO (methyl Cellosolve), aqueous solution. Reagents/catalysts: [O-2].[O-2].[Mn+4] (manganese dioxide). Reaction conditions: time 50 minute. The product is [N+](=O)([O-])C=1C=C(C=CC1OCCOC)S(=O)(=O)[O-].[K+] (Potassium 3-Nitro-4-(2-Methoxyethoxy)Benzenesulfonate). RXN SMILES: [N+:1]([C:4]1[CH:5]=[C:6]([S:11]([O-:14])(=[O:13])=[O:12])[CH:7]=[CH:8][C:9]=1Cl)([O-:3])=[O:2].[K+:15].O.[OH-].[Na+].[CH3:19][O:20][CH2:21][CH2:22][OH:23]>[O-2].[O-2].[Mn+4]>[N+:1]([C:4]1[CH:5]=[C:6]([S:11]([O-:14])(=[O:13])=[O:12])[CH:7]=[CH:8][C:9]=1[O:23][CH2:22][CH2:21][O:20][CH3:19])([O-:3])=[O:2].[K+:15] |f:0.1,3.4,6.7.8,9.10|. Procedure details: Potassium 3-nitro-4-chlorobenzensulfonate (47.2 g (0.17 moles)) and manganese dioxide (15 g) were added to a mixed solvent of 500 ml of methyl Cellosolve and 75 ml of water and the resulting mixture was heated at a temperature of 65° to 70° C. with stirring. The mixture was admixed with 17.5 ml of an aqueous solution of 17.5 g (0.44 moles) of sodium hydroxide diluted with 50 ml of methyl Cellosolve, and the reaction was continued for another 50 minutes. After completion of the reaction, while th...